The task is: describe an organic reaction: reactants, conditions, products, and yield. This data is from the Open Reaction Database (ORD), a public repository of structured organic reaction records. The reactants are N#Cc1ccc(CBr)c([N+](=O)[O-])c1, CCO, CCOC(C)=O, O=C[O-], ClCCl, [Na+], O. Yields the product N#Cc1ccc(CO)c([N+](=O)[O-])c1. Reaction SMILES: [Br:1][CH2:2][c:3]1[c:4]([N+:11](=[O:12])[O-:13])[cH:5][c:6]([C:9]#[N:10])[cH:7][cH:8]1.[CH2:19]([OH:20])[CH3:21].[CH3:25][CH2:26][O:27][C:28]([CH3:29])=[O:30].[CH:14](=[O:15])[O-:16].[Cl:22][CH2:23][Cl:24].[Na+:17].[OH2:18]>>[CH2:2]([c:3]1[c:4]([N+:11](=[O:12])[O-:13])[cH:5][c:6]([C:9]#[N:10])[cH:7][cH:8]1)[OH:15]. The reactants are C(C)(C)(C)O[C@H](C(=O)OC)C1=C2N3CCC(OCCCC[C@@H](OC=4C=CC(=CC4C4=CC=CC(C5=CN2C(C(=C1C)C(C)C)=N5)=C4)F)C)(CC3)C (methyl(2S)-2-(tert-butoxy)-2-[(22S)-17-fluoro-4,22,28-trimethyl-5-(propan-2-yl)-21,27-dioxa-1,7,34-triazahexacyclo[26.2.2.16,9.110,14.02,7.015,20]tetratriaconta-2,4,6(34),8,10(33),11,13,15(20),16,18-decaen-3-yl]acetate), C(C)(C)(C)O[C@H](C(=O)O)C1=C2N3CCC(OCCCC[C@@H](OC=4C=CC(=CC4C4=CC=CC(C5=C(N2C(C=C1C)=N5)Cl)=C4)C)C)(CC3)C ((2S)-2-(tert-butoxy)-2-[(22S)-8-chloro-4,17,22,28-tetramethyl-21,27-dioxa-1,7,34-triazahexacyclo[26.2.2.16,9.110,14.02,7.015,20]tetratriaconta-2,4,6(34),8,10(33),11,13,15(20),16,18-decaen-3-yl]acetic acid). Yields the product C(C)(C)(C)O[C@H](C(=O)O)C1=C2N3CCC(OCCCC[C@@H](OC=4C=CC(=CC4C4=CC=CC(C5=CN2C(C(=C1C)C(C)C)=N5)=C4)F)C)(CC3)C ((2S)-2-(tert-Butoxy)-2-[(22S)-17-fluoro-4,22,28-trimethyl-5-(propan-2-yl)-21,27-dioxa-1,7,34-triazahexacyclo[26.2.2.16,9.110,14.02,7.015,20]tetratriaconta-2,4,6(34),8,10(33),11,13,15(20),16,18-decaen-3-yl]acetic acid). Yield: 98.0%. RXN SMILES: [C:1]([O:5][C@@H:6]([C:11]1[C:40]([CH3:41])=[C:39]([CH:42]([CH3:44])[CH3:43])[C:38]2=[N:45][C:35]3=[CH:36][N:37]2[C:12]=1[N:13]1[CH2:50][CH2:49][C:16]([CH3:51])([O:17][CH2:18][CH2:19][CH2:20][CH2:21][C@H:22]([CH3:48])[O:23][C:24]2[CH:25]=[CH:26][C:27]([F:47])=[CH:28][C:29]=2[C:30]2[CH:46]=[C:34]3[CH:33]=[CH:32][CH:31]=2)[CH2:15][CH2:14]1)[C:7]([O:9]C)=[O:8])([CH3:4])([CH3:3])[CH3:2].C(O[C@@H](C1C(C)=CC2=NC3=C(Cl)N2C=1N1CCC(C)(OCCCC[C@H](C)OC2C=CC(C)=CC=2C2C=C3C=CC=2)CC1)C(O)=O)(C)(C)C>>[C:1]([O:5][C@@H:6]([C:11]1[C:40]([CH3:41])=[C:39]([CH:42]([CH3:43])[CH3:44])[C:38]2=[N:45][C:35]3=[CH:36][N:37]2[C:12]=1[N:13]1[CH2:14][CH2:15][C:16]([CH3:51])([O:17][CH2:18][CH2:19][CH2:20][CH2:21][C@H:22]([CH3:48])[O:23][C:24]2[CH:25]=[CH:26][C:27]([F:47])=[CH:28][C:29]=2[C:30]2[CH:46]=[C:34]3[CH:33]=[CH:32][CH:31]=2)[CH2:49][CH2:50]1)[C:7]([OH:9])=[O:8])([CH3:2])([CH3:3])[CH3:4]. Procedure details: Prepared in 98% yield from methyl(2S)-2-(tert-butoxy)-2-[(22S)-17-fluoro-4,22,28-trimethyl-5-(propan-2-yl)-21,27-dioxa-1,7,34-triazahexacyclo[26.2.2.16,9.110,14.02,7.015,20]tetratriaconta-2,4,6(34),8,10(33),11,13,15(20),16,18-decaen-3-yl]acetate following the procedure for (2S)-2-(tert-butoxy)-2-[(22S)-8-chloro-4,17,22,28-tetramethyl-21,27-dioxa-1,7,34-triazahexacyclo[26.2.2.16,9.110,14.02,7.015,20]tetratriaconta-2,4,6(34),8,10(33),11,13,15(20),16,18-decaen-3-yl]acetic acid. 1H NMR (500 MHz, MET... Reactants: CC1CCCC(=O)C1, CC(C)N. Product: CC1CCCC(=NC(C)C)C1. RXN SMILES: [CH3:1][CH:2]1[CH2:3][C:4](=[O:8])[CH2:5][CH2:6][CH2:7]1.[CH3:9][CH:10]([CH3:11])[NH2:12]>>[CH3:1][CH:2]1[CH2:3][C:4](=[N:12][CH:10]([CH3:9])[CH3:11])[CH2:5][CH2:6][CH2:7]1. The reactants are C(#N)C1C2C(CC(C1)C2)C=O (2-cyano-6-formyl bicyclo[2.2.1]heptane), CO (methanol). The reagents and catalysts are [Co] (cobalt). Yields the product C(#N)C1C2CC(C(C1)C2)C=O (2-Cyano-5-formyl bicyclo[2.2.1]heptane). RXN SMILES: [C:1]([CH:3]1[CH2:8][CH:7]2[CH2:9][CH:4]1[CH:5](C=O)[CH2:6]2)#[N:2].[CH3:12][OH:13]>[Co]>[C:1]([CH:3]1[CH2:8][CH:7]2[CH2:9][CH:4]1[CH2:5][CH:6]2[CH:12]=[O:13])#[N:2]. Procedure details: 89.5 g (0.6 mol) of 2-Cyano-5-formyl bicyclo[2.2.1]heptane and 2-cyano-6-formyl bicyclo[2.2.1]heptane which had been obtained in Example 1, methanol (89.5 g) and 4.5 g (as dried mass) of Raney cobalt catalyst (cobalt 94 mass %, aluminum 3.5 mass %, manganese 2.1 mass %) obtained by developing a cobalt-aluminum alloy containing manganese were added in a stainless steel autoclave of electromagnetic stirring having an inner volume of 0.5 liter, and ammonia gas (24.5 g, 1.44 mol) was blown in the au... The reactants are C(C1=CC=CC=C1)(=O)Cl (Benzoyl chloride), C(CC)N (propylamine). Run in C(C)(=O)OCC (ethyl acetate). Product: C(CC)NC(C1=CC=CC=C1)=O (N-Propylbenzamide). Isolated yield 96.0%. RXN SMILES: [C:1](Cl)(=[O:8])[C:2]1[CH:7]=[CH:6][CH:5]=[CH:4][CH:3]=1.[CH2:10]([NH2:13])[CH2:11][CH3:12]>C(OCC)(=O)C>[CH2:10]([NH:13][C:1](=[O:8])[C:2]1[CH:7]=[CH:6][CH:5]=[CH:4][CH:3]=1)[CH2:11][CH3:12]. Procedure: Benzoyl chloride (10 mL, 86.2 mmol) in ethyl acetate (200 mL) was treated with propylamine. The precipitate was removed by filtration, and the solution was washed with 1M HCl, 5% NaHCO3, and brine, dried over MgSO4 and concentrated in vacuo to give the title compound in 96% yield.